Task: describe an organic reaction: reactants, conditions, products, and yield. Dataset: the Open Reaction Database (ORD), a public repository of structured organic reaction records As a reaction SMILES: [C:16]([c:17]1[cH:18][cH:19][cH:20][cH:21][cH:22]1)(=[O:23])[Cl:24].[C:1](=[O:2])([O:3][C:4]([CH3:5])([CH3:6])[CH3:7])[N:8]1[CH2:9][CH2:10][NH:11][CH2:12][CH2:13]1.[Na+:15].[O:25]1[CH2:26][CH2:27][O:28][CH2:29][CH2:30]1.[OH-:14].[OH2:31]>>[C:1](=[O:2])([O:3][C:4]([CH3:5])([CH3:6])[CH3:7])[N:8]1[CH2:9][CH2:10][N:11]([C:16]([c:17]2[cH:18][cH:19][cH:20][cH:21][cH:22]2)=[O:23])[CH2:12][CH2:13]1. The product is CC(C)(C)OC(=O)N1CCN(C(=O)c2ccccc2)CC1. Starting materials: O=C(Cl)c1ccccc1, CC(C)(C)OC(=O)N1CCNCC1, [Na+], C1COCCO1, [OH-], O. Reactants: C(C(=O)Cl)(=O)Cl (oxalyl chloride), CN(C=O)C (N,N-dimethylformamide), COC(=O)C=1SC(=CC1)C=1C=C2C=CN(C2=CC1)C(C)C (5-(1-isopropyl-indol-5-yl)thiophene-2-carboxylic acid methyl ester). Solvent: ClCCl (dichloromethane). Run at temperature 0 celsius, time 30 minute. Yields the product COC(=O)C=1SC(=CC1)C=1C=C2C(=CN(C2=CC1)C(C)C)C=O (5-(3-formyl-1-isopropyl-indol-5-yl)-thiophene-2-carboxylic acid methyl ester). The yield is 97.7%. RXN SMILES: [C:1](Cl)(=[O:5])[C:2](Cl)=O.CN(C)C=O.[CH3:12][O:13][C:14]([C:16]1[S:17][C:18]([C:21]2[CH:22]=[C:23]3[C:27](=[CH:28][CH:29]=2)[N:26]([CH:30]([CH3:32])[CH3:31])[CH:25]=C3)=[CH:19][CH:20]=1)=[O:15]>ClCCl>[CH3:12][O:13][C:14]([C:16]1[S:17][C:18]([C:21]2[CH:29]=[C:28]3[C:27](=[CH:23][CH:22]=2)[N:26]([CH:30]([CH3:32])[CH3:31])[CH:25]=[C:2]3[CH:1]=[O:5])=[CH:19][CH:20]=1)=[O:15]. Procedure: To anhydrous dichloromethane (30 mL) was added oxalyl chloride (0.1 mL, 1.2 mmol). N,N-dimethylformamide (0.1 mL, 1.2 mmol) was added at 0° C., and stirred for 30 min at 0° C. To this reaction solution was added 5-(1-isopropyl-indol-5-yl)thiophene-2-carboxylic acid methyl ester (0.3 g, 1.0 mmol) obtained in Preparation 32, which was then stirred for 1 h at room temperature. The solvent was removed, tetrahydrofuran (30 mL) and 20% aqueous ammonium acetate solution (30 mL) were added to the residu... The reactants are C(C1=CC=CC=C1)OC(=O)N1C(CCC1)C(=S)NC(=NC(C)=O)N (2-(N′-Acetyl-guanidinocarbothioyl)-pyrrolidine-1-carboxylic acid benzyl ester), BrBr (bromine). Solvent: C(C)O (ethanol), C(C)O (ethanol), C(Cl)(Cl)Cl (chloroform). Run at time 3 hour. Yields the product Br.C(C1=CC=CC=C1)OC(=O)N1C(CCC1)C1=NC(=NS1)NC(C)=O (2-(3-acetylamino-[1,2,4]thiadiazol-5-yl)-pyrrolidine-1-carboxylic acid benzyl ester hydrobromide). Yield: 87.6%. Reaction SMILES: [CH2:1]([O:8][C:9]([N:11]1[CH2:15][CH2:14][CH2:13][CH:12]1[C:16]([NH:18][C:19]([NH2:24])=[N:20][C:21](=[O:23])[CH3:22])=[S:17])=[O:10])[C:2]1[CH:7]=[CH:6][CH:5]=[CH:4][CH:3]=1.[Br:25]Br>C(O)C.C(Cl)(Cl)Cl>[BrH:25].[CH2:1]([O:8][C:9]([N:11]1[CH2:15][CH2:14][CH2:13][CH:12]1[C:16]1[S:17][N:24]=[C:19]([NH:20][C:21](=[O:23])[CH3:22])[N:18]=1)=[O:10])[C:2]1[CH:3]=[CH:4][CH:5]=[CH:6][CH:7]=1 |f:4.5|. Reported procedure: 2-(N′-Acetyl-guanidinocarbothioyl)-pyrrolidine-1-carboxylic acid benzyl ester (13.0 g, 37.4 mmol) was dissolved in ethanol (80 mL). The ethanol solution was cooled to 0° C. and a solution of bromine (6.50 g, 40.6 mmol) in chloroform (30 mL) was added dropwise over 5 minutes. The resulting solution was allowed to return to room temperature while stirring for 3 hours. The reaction mixture was concentrated under vacuo to afford 14.0 g (88%) of 2-(3-acetylamino-[1,2,4]thiadiazol-5-yl)-pyrrolidine-1-... Reactants: CS(=O)(=O)O, CCO, CO, CCOC(C)=O, [K+], [K+], O=C([O-])[O-], O=c1[nH]c2ccccc2n1C1CCNCC1, O=C1c2ccccc2COc2ccc(CCO)cc21. Yields the product O=C1c2ccccc2COc2ccc(CCN3CCC(n4c(=O)[nH]c5ccccc54)CC3)cc21. RXN SMILES: [CH3:17][S:18]([OH:19])(=[O:20])=[O:21].[CH3:47][CH2:48][OH:49].[CH3:50][OH:51].[CH3:52][CH2:53][O:54][C:55](=[O:56])[CH3:57].[K+:41].[K+:42].[O-:43][C:44]([O-:45])=[O:46].[O:1]=[c:2]1[nH:3][c:4]2[c:5]([n:6]1[CH:7]1[CH2:8][CH2:9][NH:10][CH2:11][CH2:12]1)[cH:13][cH:14][cH:15][cH:16]2.[O:22]=[C:23]1[c:24]2[c:25]([cH:34][cH:35][c:36]([CH2:38][CH2:39][OH:40])[cH:37]2)[O:26][CH2:27][c:28]2[c:29]1[cH:30][cH:31][cH:32][cH:33]2>>[O:1]=[c:2]1[nH:3][c:4]2[c:5]([n:6]1[CH:7]1[CH2:8][CH2:9][N:10]([CH2:39][CH2:38][c:36]3[cH:35][cH:34][c:25]4[c:24]([cH:37]3)[C:23](=[O:22])[c:29]3[c:28]([cH:33][cH:32][cH:31][cH:30]3)[CH2:27][O:26]4)[CH2:11][CH2:12]1)[cH:13][cH:14][cH:15][cH:16]2. Starting materials: N12CCCN=CC2CCCC1 (1,5-Diazabicyclo[5,4,0]undec-5-ene), CC(C)=CCC[N+](=O)[O-] (2-methyl-5-nitro-2-pentene), C(\C=C\C)(=O)OC (methyl crotonate). Run in CO (methanol), CO (methanol). Conditions: time 6 day. The product is CC(CC(=O)OC)C(CC=C(C)C)[N+](=O)[O-] (methyl 3,7-dimethyl-4-nitro-6-octenoate). Isolated yield 19.5%. As a reaction SMILES: N12CCCCC1C=NCCC2.[CH3:12][C:13](=[CH:15][CH2:16][CH2:17][N+:18]([O-:20])=[O:19])[CH3:14].[C:21]([O:26][CH3:27])(=[O:25])/[CH:22]=[CH:23]/[CH3:24]>CO>[CH3:24][CH:23]([CH:17]([N+:18]([O-:20])=[O:19])[CH2:16][CH:15]=[C:13]([CH3:14])[CH3:12])[CH2:22][C:21]([O:26][CH3:27])=[O:25]. Procedure: 1,5-Diazabicyclo[5,4,0]undec-5-ene (4 ml) is added to a solution of 2-methyl-5-nitro-2-pentene (25.0 g, 0.193 m) in methanol (200 ml). The resulting mixture is heated to 60° and methyl crotonate (30.85 g, 0.308 m) is added under nitrogen. The mixture is then stirred for 6 days at 60° after which it is cooled to room temperature and most of the methanol is removed in vacuo. The residue is treated with ether (500 ml) and washed with 2 N HCl (250 ml) and water (250 ml). The organic layer is dried (...